This data is from the Open Reaction Database (ORD), a public repository of structured organic reaction records. The task is: describe an organic reaction: reactants, conditions, products, and yield The reactants are C(C)OC(C(C)N1C(COC2=C1C=C(C(=C2)F)Br)=O)=O (2-(6-bromo-7-fluoro-3-oxo-2,3-dihydro-benzo[1,4]oxazin-4-yl)-propionic acid ethyl ester), COC=1C=CC(=CC1)P2(=S)SP(=S)(S2)C=3C=CC(=CC3)OC (Lawesson's reagent). The solvent is C1(=CC=CC=C1)C (toluene). Product: C(C)OC(C(C)N1C(COC2=C1C=C(C(=C2)F)Br)=S)=O (2-(6-bromo-7-fluoro-3-thioxo-2,3-dihydro-benzo[1,4]oxazin-4-yl)-propionic acid ethyl ester). Yield: 80.2%. As a reaction SMILES: [CH2:1]([O:3][C:4](=[O:20])[CH:5]([N:7]1[C:12]2[CH:13]=[C:14]([Br:18])[C:15]([F:17])=[CH:16][C:11]=2[O:10][CH2:9][C:8]1=O)[CH3:6])[CH3:2].COC1C=CC(P2(SP(C3C=CC(OC)=CC=3)(=S)S2)=[S:30])=CC=1>C1(C)C=CC=CC=1>[CH2:1]([O:3][C:4](=[O:20])[CH:5]([N:7]1[C:12]2[CH:13]=[C:14]([Br:18])[C:15]([F:17])=[CH:16][C:11]=2[O:10][CH2:9][C:8]1=[S:30])[CH3:6])[CH3:2]. Reported procedure: To a mixture of 2-(6-bromo-7-fluoro-3-oxo-2,3-dihydro-benzo[1,4]oxazin-4-yl)-propionic acid ethyl ester (43.0 g, 124 mmol) in toluene (300 mL) was added Lawesson's reagent (50.6 g, 124 mmol) and the mixture was heated at reflux overnight. The reaction mixture was cooled to ambient temperature and the solvent was removed in vacuo The residue was purified by chromatography on silica gel (eluting with 5% EtOAc in petroleum ether) to give 2-(6-bromo-7-fluoro-3-thioxo-2,3-dihydro-benzo[1,4]oxazin-4-y... Starting materials: C1(=CC=CC=C1)S(=O)[O-].[Na+] (sodium benzenesulfinate), O(C1=CC=CC=C1)CC(=O)NC1C(N(C1SSC=1SC2=C(N1)C=CC(=C2)[N+](=O)[O-])C(C(=O)OCC2=CC=CC=C2)C(=C)C)=O (benzyl 2-[3-phenoxyacetamido-4-(6-nitrobenzothiazol-2-yldithio)-2-azetidinon-1-yl]-3-methyl-3-butenoate), C1(=CC=CC=C1)S(=O)(OC=1SC2=C(N1)C=CC(=C2)[N+](=O)[O-])=S (6-nitrobenzothiazol-2-yl benzenethiosulfonate), O (water). Run in CC(=O)C (acetone). Conditions: time 8 hour. The product is O(C1=CC=CC=C1)CC(=O)NC1C(N(C1SS(=O)(=O)C1=CC=CC=C1)C(C(=O)OCC1=CC=CC=C1)C(=C)C)=O (benzyl 2-(3-phenoxyacetamido-4-benzenesulfonylthio-2-azetidinon-1-yl)-3-methyl-3-butenoate). The yield is 79.0%. Reaction SMILES: [O:1]([CH2:8][C:9]([NH:11][CH:12]1[CH:15](SSC2SC3C=C([N+]([O-])=O)C=CC=3N=2)[N:14]([CH:30]([C:41]([CH3:43])=[CH2:42])[C:31]([O:33][CH2:34][C:35]2[CH:40]=[CH:39][CH:38]=[CH:37][CH:36]=2)=[O:32])[C:13]1=[O:44])=[O:10])[C:2]1[CH:7]=[CH:6][CH:5]=[CH:4][CH:3]=1.[C:45]1([S:51](=[S:66])([O:53]C2SC3C=C([N+]([O-])=O)C=CC=3N=2)=[O:52])[CH:50]=[CH:49][CH:48]=[CH:47][CH:46]=1.O.C1(S([O-])=O)C=CC=CC=1.[Na+]>CC(C)=O>[O:1]([CH2:8][C:9]([NH:11][CH:12]1[CH:15]([S:53][S:51]([C:45]2[CH:46]=[CH:47][CH:48]=[CH:49][CH:50]=2)(=[O:66])=[O:52])[N:14]([CH:30]([C:41]([CH3:43])=[CH2:42])[C:31]([O:33][CH2:34][C:35]2[CH:40]=[CH:39][CH:38]=[CH:37][CH:36]=2)=[O:32])[C:13]1=[O:44])=[O:10])[C:2]1[CH:3]=[CH:4][CH:5]=[CH:6][CH:7]=1 |f:3.4|. Procedure details: A 198 mg quantity of benzyl 2-[3-phenoxyacetamido-4-(6-nitrobenzothiazol-2-yldithio)-2-azetidinon-1-yl]-3-methyl-3-butenoate and 113 mg of 6-nitrobenzothiazol-2-yl benzenethiosulfonate were dissolved in 2.5 ml of acetone. To the solution were added 0.5 ml of water and then 3 mg of sodium benzenesulfinate. The mixture was stirred at room temperature for 8 hours. The precipitated 6-nitrobenzothiazol-2-yl disulfide crystals were filtered and the filtrate was concentrated under reduced pressure. The... Starting materials: CC(C)(C)NC(=O)c1ccc(CCl)cc1, O=C([O-])[O-], COc1ccc(Oc2c(C=NO)c(C)nn2C)cc1, CC#N, [K+], [K+]. Product: COc1ccc(Oc2c(C=NCc3ccc(C(=O)NC(C)(C)C)cc3)c(C)nn2C)cc1. As a reaction SMILES: [C:20]([CH3:21])([CH3:22])([CH3:23])[NH:24][C:25]([c:26]1[cH:27][cH:28][c:29]([CH2:32][Cl:33])[cH:30][cH:31]1)=[O:34].[C:35](=[O:36])([O-:37])[O-:38].[CH3:1][O:2][c:3]1[cH:4][cH:5][c:6]([O:7][c:8]2[c:9]([CH:15]=[N:16][OH:17])[c:10]([CH3:14])[n:11][n:12]2[CH3:13])[cH:18][cH:19]1.[CH3:41][C:42]#[N:43].[K+:39].[K+:40]>>[CH3:1][O:2][c:3]1[cH:4][cH:5][c:6]([O:7][c:8]2[c:9]([CH:15]=[N:16][CH2:32][c:29]3[cH:28][cH:27][c:26]([C:25]([NH:24][C:20]([CH3:21])([CH3:22])[CH3:23])=[O:34])[cH:31][cH:30]3)[c:10]([CH3:14])[n:11][n:12]2[CH3:13])[cH:18][cH:19]1. Starting materials: [Al+3], CCN(CC)CC(C#N)(c1ccccc1)c1ccccc1, CCOCC, [H-], [H-], [H-], [H-], [Li+]. Product: CCN(CC)CC(CN)(c1ccccc1)c1ccccc1. As a reaction SMILES: [Al+3:23].[CH2:1]([CH3:2])[N:3]([CH2:4][C:5]([C:6]#[N:7])([c:8]1[cH:9][cH:10][cH:11][cH:12][cH:13]1)[c:14]1[cH:15][cH:16][cH:17][cH:18][cH:19]1)[CH2:20][CH3:21].[CH3:28][CH2:29][O:30][CH2:31][CH3:32].[H-:22].[H-:25].[H-:26].[H-:27].[Li+:24]>>[CH2:1]([CH3:2])[N:3]([CH2:4][C:5]([CH2:6][NH2:7])([c:8]1[cH:9][cH:10][cH:11][cH:12][cH:13]1)[c:14]1[cH:15][cH:16][cH:17][cH:18][cH:19]1)[CH2:20][CH3:21]. Starting materials: ClC(c1ccccc1)(c1ccccc1)c1ccccc1, C1CCOC1, COC(=O)C(=NO)c1nsc(N)n1. Yields the product COC(=O)C(=NOC(c1ccccc1)(c1ccccc1)c1ccccc1)c1nsc(N)n1. Reaction SMILES: [C:14]([c:15]1[cH:16][cH:17][cH:18][cH:19][cH:20]1)([c:21]1[cH:22][cH:23][cH:24][cH:25][cH:26]1)([c:27]1[cH:28][cH:29][cH:30][cH:31][cH:32]1)[Cl:33].[CH2:34]1[O:35][CH2:36][CH2:37][CH2:38]1.[CH3:1][O:2][C:3]([C:4](=[N:5][OH:6])[c:7]1[n:8][s:9][c:10]([NH2:12])[n:11]1)=[O:13]>>[CH3:1][O:2][C:3]([C:4](=[N:5][O:6][C:14]([c:15]1[cH:16][cH:17][cH:18][cH:19][cH:20]1)([c:21]1[cH:22][cH:23][cH:24][cH:25][cH:26]1)[c:27]1[cH:28][cH:29][cH:30][cH:31][cH:32]1)[c:7]1[n:8][s:9][c:10]([NH2:12])[n:11]1)=[O:13]. RXN SMILES: [CH2:1]([N:8]([CH2:27][C:28]1[CH:33]=[CH:32][CH:31]=[CH:30][CH:29]=1)[CH:9]([C:13]([O:16][C:17]1[CH:22]=[CH:21][C:20]([F:23])=[CH:19][C:18]=1[N+:24]([O-])=O)([CH3:15])[CH3:14])[C:10]([OH:12])=[O:11])[C:2]1[CH:7]=[CH:6][CH:5]=[CH:4][CH:3]=1>CO.[Ni]>[NH2:24][C:18]1[CH:19]=[C:20]([F:23])[CH:21]=[CH:22][C:17]=1[O:16][C:13]([CH3:14])([CH3:15])[CH:9]([N:8]([CH2:1][C:2]1[CH:3]=[CH:4][CH:5]=[CH:6][CH:7]=1)[CH2:27][C:28]1[CH:33]=[CH:32][CH:31]=[CH:30][CH:29]=1)[C:10]([OH:12])=[O:11]. Yield: 96.8%. Procedure: 0.10 g (0.22 mmol) 2-dibenzylamino-3-(4-fluoro-2-nitro-phenoxy)-3-methyl-butyric acid in 3.4 ml methanol were hydrogenated with 0.03 g Raney-Nickel. Filtration and removal of the solvent by distillation yielded 0.09 g (93%) 3-(2-amino-4-fluoro-phenoxy)-2-dibenzylamino-3-methyl-butyric acid as colorless solid, MS m/e (%): 423.3 (M+H+, 100). Reagents/catalysts: [Ni] (Raney-Nickel). Reactants: C(C1=CC=CC=C1)N(C(C(=O)O)C(C)(C)OC1=C(C=C(C=C1)F)[N+](=O)[O-])CC1=CC=CC=C1 (2-dibenzylamino-3-(4-fluoro-2-nitro-phenoxy)-3-methyl-butyric acid). The product is NC1=C(OC(C(C(=O)O)N(CC2=CC=CC=C2)CC2=CC=CC=C2)(C)C)C=CC(=C1)F (3-(2-amino-4-fluoro-phenoxy)-2-dibenzylamino-3-methyl-butyric acid). The solvent is CO (methanol). The reactants are BrC=1C=C2C=C(C(=NC2=NC1)C)C(=O)NCC1=CC=C(C=C1)C(C)(C)C (6-Bromo-N-(4-tert-butylbenzyl)-2-methyl-1,8-naphthyridine-3-carboxamide), CNCCNC (N,N′-dimethylethane-1,2-diamine), [C-]#N.[Na+] (NaCN). Reagents/catalysts: [Cu]I (CuI). Solvent: C1(=CC=CC=C1)C (toluene), [NH4+].[OH-] (NH4OH). Conditions: temperature 120 celsius, time 48 hour. The product is C(C)(C)(C)C1=CC=C(CNC(=O)C=2C(=NC3=NC=C(C=C3C2)C#N)C)C=C1 (N-(4-tert-Butylbenzyl)-6-cyano-2-methyl-1,8-naphthyridine-3-carboxamide). Isolated yield 31.7%. As a reaction SMILES: Br[C:2]1[CH:3]=[C:4]2[C:9](=[N:10][CH:11]=1)[N:8]=[C:7]([CH3:12])[C:6]([C:13]([NH:15][CH2:16][C:17]1[CH:22]=[CH:21][C:20]([C:23]([CH3:26])([CH3:25])[CH3:24])=[CH:19][CH:18]=1)=[O:14])=[CH:5]2.[CH3:27][NH:28]CCNC.[C-]#N.[Na+]>C1(C)C=CC=CC=1.[NH4+].[OH-].[Cu]I>[C:23]([C:20]1[CH:21]=[CH:22][C:17]([CH2:16][NH:15][C:13]([C:6]2[C:7]([CH3:12])=[N:8][C:9]3[C:4]([CH:5]=2)=[CH:3][C:2]([C:27]#[N:28])=[CH:11][N:10]=3)=[O:14])=[CH:18][CH:19]=1)([CH3:26])([CH3:25])[CH3:24] |f:2.3,5.6|. Procedure details: 6-Bromo-N-(4-tert-butylbenzyl)-2-methyl-1,8-naphthyridine-3-carboxamide (90 mg, 0.22 mmol), N,N′-dimethylethane-1,2-diamine (24 μl, 0.22 mmol), CuI (4 mg, 0.02 mmol), KI (7 mg, 0.04 mmol) and NaCN (13 mg, 0.26 mmol) were suspended in toluene (2 ml). The mixture was stirred at 120° C. for 48 hours in a closed high-pressure flask. The reaction was cooled, diluted with NH4OH (30 ml) and extracted with CH2Cl2 (3*30 ml). Combined organics were washed with water (30 ml), dried over MgSO4 and evaporate... The reactants are Cn1c(C2CCC(CN3C(=O)c4ccccc4C3=O)CC2)nc2cc(C(=O)NCCC(=O)O)ccc21, CN. The product is Cn1c(C2CCC(CN)CC2)nc2cc(C(=O)NCCC(=O)O)ccc21. Reaction SMILES: [C:1](=[O:2])([OH:3])[CH2:4][CH2:5][NH:6][C:7](=[O:8])[c:9]1[cH:10][c:11]2[c:12]([n:13]([CH3:34])[c:14]([CH:16]3[CH2:17][CH2:18][CH:19]([CH2:22][N:23]4[C:24](=[O:25])[c:26]5[cH:27][cH:28][cH:29][cH:30][c:31]5[C:32]4=[O:33])[CH2:20][CH2:21]3)[n:15]2)[cH:35][cH:36]1.[CH3:37][NH2:38]>>[C:1](=[O:2])([OH:3])[CH2:4][CH2:5][NH:6][C:7](=[O:8])[c:9]1[cH:10][c:11]2[c:12]([n:13]([CH3:34])[c:14]([CH:16]3[CH2:17][CH2:18][CH:19]([CH2:22][NH2:23])[CH2:20][CH2:21]3)[n:15]2)[cH:35][cH:36]1. The reactants are C(C)(C)(C)OC(=O)N1CCC(CC1)(C(NC1(CC1)C1=NC=CC=C1)=O)NC(=O)OCC1C2=CC=CC=C2C=2C=CC=CC12 (4-(9H-fluoren-9-ylmethoxycarbonylamino)-4-(1-pyridin-2-yl-cyclopropylcarbamoyl)-piperidine-1-carboxylic acid tert-butyl ester), N1CCCCC1 (piperidine). Run in CCOC(=O)C (EtOAc), CN(C)C=O (DMF). Run at time 1 hour. Yields the product C(C)(C)(C)OC(=O)N1CCC(CC1)(C(NC1(CC1)C1=NC=CC=C1)=O)N (4-amino-4-(1-pyridin-2-yl-cyclopropylcarbamoyl)-piperidine-1-carboxylic acid tert-butyl ester). Reaction SMILES: [C:1]([O:5][C:6]([N:8]1[CH2:13][CH2:12][C:11]([NH:26]C(OCC2C3C=CC=CC=3C3C2=CC=CC=3)=O)([C:14](=[O:25])[NH:15][C:16]2([C:19]3[CH:24]=[CH:23][CH:22]=[CH:21][N:20]=3)[CH2:18][CH2:17]2)[CH2:10][CH2:9]1)=[O:7])([CH3:4])([CH3:3])[CH3:2].N1CCCCC1>CN(C=O)C.CCOC(C)=O>[C:1]([O:5][C:6]([N:8]1[CH2:13][CH2:12][C:11]([NH2:26])([C:14](=[O:25])[NH:15][C:16]2([C:19]3[CH:24]=[CH:23][CH:22]=[CH:21][N:20]=3)[CH2:18][CH2:17]2)[CH2:10][CH2:9]1)=[O:7])([CH3:4])([CH3:2])[CH3:3]. Reported procedure: To the solution of crude 4-(9H-fluoren-9-ylmethoxycarbonylamino)-4-(1-pyridin-2-yl-cyclopropylcarbamoyl)-piperidine-1-carboxylic acid tert-butyl ester in DMF (0.5 mL) was added piperidine (0.2 mL). The mixture was stirred at room temperature. After 1 h, the solution was diluted with EtOAc (20 mL) and washed with water (4×20 mL). The organic phase was dried over anhydrous Na2SO4 and concentrated in vacuo. The resulting residue was purified via flash chromatography on silica gel (10% MeOH in CH2Cl... Reactants: CN1CCC(COc2cc3ncnc(O)c3cc2OC(=O)c2ccccc2)CC1, CN(C)C=O, Cl, O=S(Cl)Cl. Yields the product CN1CCC(COc2cc3ncnc(Cl)c3cc2OC(=O)c2ccccc2)CC1. As a reaction SMILES: [C:1]([c:2]1[cH:3][cH:4][cH:5][cH:6][cH:7]1)(=[O:8])[O:9][c:10]1[cH:11][c:12]2[c:13]([OH:29])[n:14][cH:15][n:16][c:17]2[cH:18][c:19]1[O:20][CH2:21][CH:22]1[CH2:23][CH2:24][N:25]([CH3:28])[CH2:26][CH2:27]1.[CH3:35][N:36]([CH3:37])[CH:38]=[O:39].[ClH:34].[S:30]([Cl:31])([Cl:32])=[O:33]>>[C:1]([c:2]1[cH:3][cH:4][cH:5][cH:6][cH:7]1)(=[O:8])[O:9][c:10]1[cH:11][c:12]2[c:13]([Cl:32])[n:14][cH:15][n:16][c:17]2[cH:18][c:19]1[O:20][CH2:21][CH:22]1[CH2:23][CH2:24][N:25]([CH3:28])[CH2:26][CH2:27]1.